From a dataset of the Open Reaction Database (ORD), a public repository of structured organic reaction records. describe an organic reaction: reactants, conditions, products, and yield Reactants: CCOC(=O)OCC, CCOC(=O)CCCOc1ccc(-c2ccc(OCC)cc2)cc1C=O, CC[O-], CCO, Cl, [Na+]. The product is CCOC(=O)C1=Cc2cc(-c3ccc(OCC)cc3)ccc2OCC1. Reaction SMILES: [C:32](=[O:33])([O:34][CH2:35][CH3:36])[O:37][CH2:38][CH3:39].[CH2:1]([CH3:2])[O:3][C:4]([CH2:5][CH2:6][CH2:7][O:8][c:9]1[c:10]([CH:24]=[O:25])[cH:11][c:12](-[c:15]2[cH:16][cH:17][c:18]([O:21][CH2:22][CH3:23])[cH:19][cH:20]2)[cH:13][cH:14]1)=[O:26].[CH3:28][CH2:29][O-:30].[CH3:40][CH2:41][OH:42].[ClH:31].[Na+:27]>>[CH2:1]([CH3:2])[O:3][C:4]([C:5]1=[CH:28][c:10]2[c:9]([cH:14][cH:13][c:12](-[c:15]3[cH:16][cH:17][c:18]([O:21][CH2:22][CH3:23])[cH:19][cH:20]3)[cH:11]2)[O:8][CH2:7][CH2:6]1)=[O:26]. Reactants: ONC(=N)C1=CC=C(C=C1)NC(=O)C=1C=CC2=C(N(CCO2)S(=O)(=O)C2=C(C=CC(=C2)Cl)OC)C1 (4-(5-chloro-2-methoxy-benzenesulfonyl)-3,4-dihydro-2H-benzo[1,4]oxazine-6-carboxylic acid [4-(N-hydroxycarbamimidoyl)-phenyl]-amide), N1=CC=CC=C1 (pyridine), C(C)C(COC(=O)Cl)CCCC (Chloroformic acid 2-ethylhexyl ester). Run in O (water), CN(C=O)C (dimethylformamide). Run at temperature 0 celsius, time 30 minute. Yields the product O=C1NC(=NO1)C1=CC=C(C=C1)NC(=O)C=1C=CC2=C(N(CCO2)S(=O)(=O)C2=C(C=CC(=C2)Cl)OC)C1 (4-(5-Chloro-2-methoxy-benzenesulfonyl)-3,4-dihydro-2H-benzo[1,4]oxazine-6-carboxylic acid [4-(5-oxo-4,5-dihydro-[1,2,4]oxadiazol-3-yl)-phenyl]-amide). RXN SMILES: [OH:1][NH:2][C:3]([C:5]1[CH:10]=[CH:9][C:8]([NH:11][C:12]([C:14]2[CH:15]=[CH:16][C:17]3[O:22][CH2:21][CH2:20][N:19]([S:23]([C:26]4[CH:31]=[C:30]([Cl:32])[CH:29]=[CH:28][C:27]=4[O:33][CH3:34])(=[O:25])=[O:24])[C:18]=3[CH:35]=2)=[O:13])=[CH:7][CH:6]=1)=[NH:4].N1C=CC=CC=1.C(C(CCCC)[CH2:45][O:46]C(Cl)=O)C>CN(C)C=O.O>[O:46]=[C:45]1[O:1][N:2]=[C:3]([C:5]2[CH:10]=[CH:9][C:8]([NH:11][C:12]([C:14]3[CH:15]=[CH:16][C:17]4[O:22][CH2:21][CH2:20][N:19]([S:23]([C:26]5[CH:31]=[C:30]([Cl:32])[CH:29]=[CH:28][C:27]=5[O:33][CH3:34])(=[O:24])=[O:25])[C:18]=4[CH:35]=3)=[O:13])=[CH:7][CH:6]=2)[NH:4]1. Reported procedure: A solution of 4-(5-chloro-2-methoxy-benzenesulfonyl)-3,4-dihydro-2H-benzo[1,4]oxazine-6-carboxylic acid [4-(N-hydroxycarbamimidoyl)-phenyl]-amide (97 mg, 0.19 mmol) in dimethylformamide (2.0 mL) was treated with pyridine (0.020 mL, 0.20 mmol) and the mixture was cooled at 0° C. Chloroformic acid 2-ethylhexyl ester (36 mg, 0.19 mmol) was added dropwise and the mixture was stirred at 0° C. for 30 min. The mixture was diluted with water and extracted three times with ethyl acetate. The combined org... Reactants: OCC(C=O)(C)C (hydroxypivalaldehyde), [N+](=O)([O-])C1=CC=C(N)C=C1 (4-Nitroaniline), C1=CC=CC1 (cyclopentadiene), FC(C(=O)O)(F)F (trifluoroacetic acid). Solvent: C(C)#N (acetonitrile). Conditions: time 30 minute. The product is CC(CO)(C)C1NC=2C=CC(=CC2C2C1CC=C2)[N+](=O)[O-] (2-methyl-2-(8-nitro-3a,4,5,9b-tetrahydro-3H-cyclopenta[c]quinolin-4-yl)-propan-1-ol). As a reaction SMILES: [N+:1]([C:4]1[CH:10]=[CH:9][C:7]([NH2:8])=[CH:6][CH:5]=1)([O-:3])=[O:2].[CH:11]1[CH2:15][CH:14]=[CH:13][CH:12]=1.FC(F)(F)C(O)=O.[OH:23][CH2:24][C:25]([CH3:29])([CH3:28])[CH:26]=O>C(#N)C>[CH3:26][C:25]([CH:29]1[CH:13]2[CH2:14][CH:15]=[CH:11][CH:12]2[C:9]2[CH:10]=[C:4]([N+:1]([O-:3])=[O:2])[CH:5]=[CH:6][C:7]=2[NH:8]1)([CH3:28])[CH2:24][OH:23]. Reported procedure: 4-Nitroaniline (9.8 g), 6.5 ml of cyclopentadiene, and 5.5 ml of trifluoroacetic acid were dissolved in 70 ml of acetonitrile, and 10.0 g of hydroxypivalaldehyde was added at 0° C. After 30 minutes stirring at room temperature, the reaction mixture was concentrated under reduced pressure. The residue was purified by silica gel column chromatography (elution solvent: hexane:ethyl acetate=1:1) to obtain 4.8 g of the captioned compound. Its physical properties are shown below.